describe an organic reaction: reactants, conditions, products, and yield From a dataset of the Open Reaction Database (ORD), a public repository of structured organic reaction records. Reaction SMILES: [CH3:1][O:2][C:3]([C:4](=[CH:5][CH:6]1[CH2:7][CH2:8][CH2:9][CH2:10][CH2:11][CH2:12]1)[c:13]1[cH:14][c:15]([Cl:25])[c:16](-[n:19]2[n:20][n:21][n:22][c:23]2[CH3:24])[cH:17][cH:18]1)=[O:26].[CH3:29][CH2:30][OH:31].[Na+:28].[OH-:27]>>[O:2]=[C:3]([C:4](=[CH:5][CH:6]1[CH2:7][CH2:8][CH2:9][CH2:10][CH2:11][CH2:12]1)[c:13]1[cH:14][c:15]([Cl:25])[c:16](-[n:19]2[n:20][n:21][n:22][c:23]2[CH3:24])[cH:17][cH:18]1)[OH:26]. Yields the product Cc1nnnn1-c1ccc(C(=CC2CCCCCC2)C(=O)O)cc1Cl. The reactants are COC(=O)C(=CC1CCCCCC1)c1ccc(-n2nnnc2C)c(Cl)c1, CCO, [Na+], [OH-]. The reactants are ClC1=C(C(=O)Cl)C(=CC=C1)C (2-chloro-6-methylbenzoylchloride), C(C)NCC(C(F)(F)F)(O)CNC1=C2C=NN(C2=CC(=C1)C)C1=CC=C(C=C1)F (3-(ethylamino)-1,1,1-trifluoro-2-({[1-(4-fluorophenyl)-6-methyl-1H-indazol-4-yl]amino}methyl)-2-propanol). The product is ClC1=C(C(=O)N(CC(C(F)(F)F)(O)CNC2=C3C=NN(C3=CC(=C2)C)C2=CC=C(C=C2)F)CC)C(=CC=C1)C (2-Chloro-N-ethyl-6-methyl-N-[3,3,3-trifluoro-2-({[1-(4-fluorophenyl)-6-methyl-1H-indazol-4-yl]amino}methyl)-2-hydroxypropyl]benzamide). Reaction SMILES: [Cl:1][C:2]1[CH:10]=[CH:9][CH:8]=[C:7]([CH3:11])[C:3]=1[C:4](Cl)=[O:5].[CH2:12]([NH:14][CH2:15][C:16]([CH2:22][NH:23][C:24]1[CH:32]=[C:31]([CH3:33])[CH:30]=[C:29]2[C:25]=1[CH:26]=[N:27][N:28]2[C:34]1[CH:39]=[CH:38][C:37]([F:40])=[CH:36][CH:35]=1)([OH:21])[C:17]([F:20])([F:19])[F:18])[CH3:13]>>[Cl:1][C:2]1[CH:10]=[CH:9][CH:8]=[C:7]([CH3:11])[C:3]=1[C:4]([N:14]([CH2:12][CH3:13])[CH2:15][C:16]([CH2:22][NH:23][C:24]1[CH:32]=[C:31]([CH3:33])[CH:30]=[C:29]2[C:25]=1[CH:26]=[N:27][N:28]2[C:34]1[CH:35]=[CH:36][C:37]([F:40])=[CH:38][CH:39]=1)([OH:21])[C:17]([F:18])([F:20])[F:19])=[O:5]. Procedure details: Prepared similarly to Example 56 from 2-chloro-6-methylbenzoylchloride and 3-(ethylamino)-1,1,1-trifluoro-2-({[1-(4-fluorophenyl)-6-methyl-1H-indazol-4-yl]amino}methyl)-2-propanol. Purification by mass directed autopreparation (System B) resulted in separation of atropisomers of the title compound: Starting materials: N1=CC=C(C=C1)C1=NC2=C(N1)C=CC(=C2)C(=O)O (2-pyridin-4-yl-1H-benzimidazole-5-carboxylic acid), [B-](F)(F)(F)F.CCOC(=O)C(=NOC(=[N+](C)C)N(C)C)C#N (TOTU), C(C)(C)NC(C)C (diisopropylamine), NC(CCC1=CC=CC=C1)C1=NN=C(O1)N (5-(1-amino-3-phenylpropyl)-[1,3,4]oxadiazol-2-ylamine). Solvent: CN(C=O)C (dimethylformamide). Run at time 4 hour. The product is NC1=NN=C(O1)C(CCC1=CC=CC=C1)NC(=O)C1=CC2=C(NC(=N2)C2=CC=NC=C2)C=C1 (2-Pyridin4-yl-1H-benzimidazole-5-carboxylic acid [1-(5-amino-[1,3,4]oxadiazol-2-yl)-3-phenylpropyl]amide). As a reaction SMILES: [NH2:1][CH:2]([C:11]1[O:15][C:14]([NH2:16])=[N:13][N:12]=1)[CH2:3][CH2:4][C:5]1[CH:10]=[CH:9][CH:8]=[CH:7][CH:6]=1.[N:17]1[CH:22]=[CH:21][C:20]([C:23]2[NH:27][C:26]3[CH:28]=[CH:29][C:30]([C:32](O)=[O:33])=[CH:31][C:25]=3[N:24]=2)=[CH:19][CH:18]=1.[B-](F)(F)(F)F.CCOC(C(C#N)=NOC(N(C)C)=[N+](C)C)=O.C(NC(C)C)(C)C>CN(C)C=O>[NH2:16][C:14]1[O:15][C:11]([CH:2]([NH:1][C:32]([C:30]2[CH:29]=[CH:28][C:26]3[NH:27][C:23]([C:20]4[CH:21]=[CH:22][N:17]=[CH:18][CH:19]=4)=[N:24][C:25]=3[CH:31]=2)=[O:33])[CH2:3][CH2:4][C:5]2[CH:10]=[CH:9][CH:8]=[CH:7][CH:6]=2)=[N:12][N:13]=1 |f:2.3|. Procedure details: 0.18 g of 5-(1-amino-3-phenylpropyl)-[1,3,4]oxadiazol-2-ylamine was dissolved in 10 ml of dry dimethylformamide at RT, treated with 200 mg of 2-pyridin-4-yl-1H-benzimidazole-5-carboxylic acid, 270 mg of TOTU, and 0.12 ml of diisopropylamine, and stirred at RT for 4 h. The reaction mixture was concentrated, and the residue was taken up in ethyl acetate and washed successively with water, saturated sodium hydrogencarbonate solution, water, and saturated sodium chloride solution. The organic phase ... Reactants: ClCCl, Cl, CC(C)(C)OC(=O)NCc1cccc(N2CCOC2=O)c1. Yields the product Cl, NCc1cccc(N2CCOC2=O)c1. Reaction SMILES: [Cl:23][CH2:24][Cl:25].[ClH:22].[O:1]=[C:2]1[O:3][CH2:4][CH2:5][N:6]1[c:7]1[cH:8][c:9]([CH2:10][NH:11][C:12](=[O:13])[O:14][C:15]([CH3:16])([CH3:17])[CH3:18])[cH:19][cH:20][cH:21]1>>[ClH:22].[O:1]=[C:2]1[O:3][CH2:4][CH2:5][N:6]1[c:7]1[cH:8][c:9]([CH2:10][NH2:11])[cH:19][cH:20][cH:21]1. Starting materials: CCN(C(C)C)C(C)C (DIPEA), ClC1=C(C(=NC=N1)SCC(=O)OC)C=O (methyl [(6chloro-5-formylpyrimidin-4-yl)thio]acetate), ClC1=C(C(=NC=N1)SCC(=O)OC)C=O (methyl [(6chloro-5-formylpyrimidin-4-yl)thio]acetate). Solvent: C1(CCCCC1)O (cyclohexanol). Conditions: temperature 120 celsius. Product: ClC=1C2=C(N=CN1)SC(=C2)C(=O)OC (Methyl 4-chlorothieno[2,3-d]pyrimidine-6-carboxylate). Yield: 53.9%. As a reaction SMILES: CCN(C(C)C)C(C)C.[Cl:10][C:11]1[N:16]=[CH:15][N:14]=[C:13]([S:17][CH2:18][C:19]([O:21][CH3:22])=[O:20])[C:12]=1[CH:23]=O>C1(O)CCCCC1>[Cl:10][C:11]1[C:12]2[CH:23]=[C:18]([C:19]([O:21][CH3:22])=[O:20])[S:17][C:13]=2[N:14]=[CH:15][N:16]=1. Procedure details: DIPEA (2.1 mL) was added to methyl [(6chloro-5-formylpyrimidin-4-yl)thio]acetate (intermediate 9) (2.9 g) in cyclohexanol (50 mL) under an inert atmosphere. The reaction mixture was heated at 120° C. for 90 minutes. The solvent was evaporated and the product purified by flash chromatography on silica eluting with hexane:diethyl ether (4:1) to afford the title compound as a pale yellow solid (1.45 g, 53%);